This data is from the Open Reaction Database (ORD), a public repository of structured organic reaction records. The task is: describe an organic reaction: reactants, conditions, products, and yield The reactants are C1(CC1)C(=O)NC=1SC2=C(N1)C=CC(=C2)OS(=O)(=O)C2=CC=C(C=C2)F (4-fluorobenzenesulfonic acid 2-(cyclopropanecarbonylamino)-benzothiazol-6-yl ester), N1(C=NC=C1)CCCN (3-imidazol-1-yl-propylamine). The solvent is CN1CCCC1=O (NMP). Product: C1(CC1)C(=O)NC=1SC2=C(N1)C=CC(=C2)OS(=O)(=O)C2=CC=C(C=C2)NCCCN2C=NC=C2 (4-(3-imidazol-1-ylpropylamino)benzenesulfonic 2-(cyclopropanecarbonylamino)benzothiazol-6-yl ester). As a reaction SMILES: [CH:1]1([C:4]([NH:6][C:7]2[S:8][C:9]3[CH:15]=[C:14]([O:16][S:17]([C:20]4[CH:25]=[CH:24][C:23](F)=[CH:22][CH:21]=4)(=[O:19])=[O:18])[CH:13]=[CH:12][C:10]=3[N:11]=2)=[O:5])[CH2:3][CH2:2]1.[N:27]1([CH2:32][CH2:33][CH2:34][NH2:35])[CH:31]=[CH:30][N:29]=[CH:28]1>CN1C(=O)CCC1>[CH:1]1([C:4]([NH:6][C:7]2[S:8][C:9]3[CH:15]=[C:14]([O:16][S:17]([C:20]4[CH:25]=[CH:24][C:23]([NH:35][CH2:34][CH2:33][CH2:32][N:27]5[CH:31]=[CH:30][N:29]=[CH:28]5)=[CH:22][CH:21]=4)(=[O:19])=[O:18])[CH:13]=[CH:12][C:10]=3[N:11]=2)=[O:5])[CH2:3][CH2:2]1. Procedure: A solution of 4-fluorobenzenesulfonic 2-(cyclopropanecarbonylamino)benzo-thiazol-6-yl ester (example 7) (100 mg, 0.255 mmol) and 3-imidazol-1-yl-propylamine (123 μl, 1.019 mmol) in 2 ml of NMP is heated at 150° C. by microwave for 5 minutes. The crude reaction product is purified by preparative LC/MS (basic medium (pH 9)) to give after freeze-drying 63 mg of 4-(3-imidazol-1-ylpropylamino)benzenesulfonic 2-(cyclopropanecarbonylamino)benzothiazol-6-yl ester (white solid). Reactants: CCN(CC)S(F)(F)F, ClC(Cl)Cl, CCN(CC1(O)CN(C(=O)c2ccc(F)c(F)c2Nc2ccc(I)cc2F)C1)C(=O)OC(C)(C)C. Yields the product CCN(CC1(F)CN(C(=O)c2ccc(F)c(F)c2Nc2ccc(I)cc2F)C1)C(=O)OC(C)(C)C. RXN SMILES: [CH2:36]([N:37]([S:38]([F:39])([F:40])[F:42])[CH2:41][CH3:43])[CH3:44].[CH:45]([Cl:46])([Cl:47])[Cl:48].[F:1][c:2]1[c:3]([NH:27][c:28]2[c:29]([F:35])[cH:30][c:31]([I:34])[cH:32][cH:33]2)[c:4]([C:9](=[O:10])[N:11]2[CH2:12][C:13]([OH:15])([CH2:16][N:17]([C:18]([O:19][C:20]([CH3:21])([CH3:22])[CH3:23])=[O:24])[CH2:25][CH3:26])[CH2:14]2)[cH:5][cH:6][c:7]1[F:8]>>[F:1][c:2]1[c:3]([NH:27][c:28]2[c:29]([F:35])[cH:30][c:31]([I:34])[cH:32][cH:33]2)[c:4]([C:9](=[O:10])[N:11]2[CH2:12][C:13]([CH2:16][N:17]([C:18]([O:19][C:20]([CH3:21])([CH3:22])[CH3:23])=[O:24])[CH2:25][CH3:26])([F:42])[CH2:14]2)[cH:5][cH:6][c:7]1[F:8]. The reactants are CCc1nc(NN)c(F)c(N2CCN(C)CC2)n1, ClCCCl, O=CN(CC(CC1CCCC1)C(=O)O)OCc1ccccc1, CN(C)C=O, O, On1nnc2cccnc21. The product is CCc1nc(NNC(=O)C(CC2CCCC2)CN(C=O)OCc2ccccc2)c(F)c(N2CCN(C)CC2)n1. As a reaction SMILES: [CH2:23]([CH3:24])[c:25]1[n:26][c:27]([N:34]2[CH2:35][CH2:36][N:37]([CH3:40])[CH2:38][CH2:39]2)[c:28]([F:33])[c:29]([NH:31][NH2:32])[n:30]1.[CH2:51]([Cl:52])[CH2:53][Cl:54].[CH:1]1([CH2:6][CH:7]([C:8](=[O:9])[OH:10])[CH2:11][N:12]([O:13][CH2:14][c:15]2[cH:16][cH:17][cH:18][cH:19][cH:20]2)[CH:21]=[O:22])[CH2:2][CH2:3][CH2:4][CH2:5]1.[O:55]=[CH:56][N:57]([CH3:58])[CH3:59].[OH2:60].[OH:41][n:42]1[c:43]2[n:44][cH:45][cH:46][cH:47][c:48]2[n:49][n:50]1>>[CH:1]1([CH2:6][CH:7]([C:8](=[O:10])[NH:32][NH:31][c:29]2[c:28]([F:33])[c:27]([N:34]3[CH2:35][CH2:36][N:37]([CH3:40])[CH2:38][CH2:39]3)[n:26][c:25]([CH2:23][CH3:24])[n:30]2)[CH2:11][N:12]([O:13][CH2:14][c:15]2[cH:16][cH:17][cH:18][cH:19][cH:20]2)[CH:21]=[O:22])[CH2:2][CH2:3][CH2:4][CH2:5]1.